Dataset: the Open Reaction Database (ORD), a public repository of structured organic reaction records. Task: describe an organic reaction: reactants, conditions, products, and yield Starting materials: ClC1=NC2=C(N=C3C(=C2C=C1)C=CC=C3)N (3-chlorobenzo[f][1,7]naphthyridin-5-amine). Solvent: C(CCC)N (n-butylamine). Conditions: temperature 110 celsius. Yields the product C(CCC)NC1=NC2=C(N=C3C(=C2C=C1)C=CC=C3)N (N3-butylbenzo[f][1,7]naphthyridine-3,5-diamine). RXN SMILES: Cl[C:2]1[CH:11]=[CH:10][C:9]2[C:4](=[C:5]([NH2:16])[N:6]=[C:7]3[CH:15]=[CH:14][CH:13]=[CH:12][C:8]3=2)[N:3]=1>C(N)CCC>[CH2:2]([NH:3][C:2]1[CH:11]=[CH:10][C:9]2[C:4](=[C:5]([NH2:16])[N:6]=[C:7]3[CH:15]=[CH:14][CH:13]=[CH:12][C:8]3=2)[N:3]=1)[CH2:11][CH2:10][CH3:9]. Procedure: A solution of 3-chlorobenzo[f][1,7]naphthyridin-5-amine (Example 20) (1.0 eq.) was dissolved in n-butylamine (0.1 M) and heated at 110° C. overnight. The reaction mixture was concentrated en vacuo, and the residue was purified by a COMBIFLASH® system (ISCO) using 0-90% ethyl acetate in hexane to give N3-butylbenzo[f][1,7]naphthyridine-3,5-diamine. 1H NMR (methanol d-4): δ 8.42 (d, 1H), 8.13 (d, 1H), 7.53 (d, 1H), 7.38-7.42 (dd, 1H), 7.25-7.29 (dd, 1H), 6.96 (d, 1H), 3.48 (t, 2H), 1.63-1.71 (m, 2...